From a dataset of the Open Reaction Database (ORD), a public repository of structured organic reaction records. describe an organic reaction: reactants, conditions, products, and yield Reactants: [BH3-]C#N, COC(=O)Cc1ccc(OC)c(-c2ccc(C(F)(F)F)cc2C=O)c1, CO, CC(=O)[O-], Cl, NCC(F)(F)F, [Na+], [Na+]. Yields the product COC(=O)Cc1ccc(OC)c(-c2ccc(C(F)(F)F)cc2CNCC(F)(F)F)c1. RXN SMILES: [C:38]([BH3-:39])#[N:40].[CH3:13][O:14][C:15]([CH2:16][c:17]1[cH:18][c:19](-[c:25]2[c:26]([CH:35]=[O:36])[cH:27][c:28]([C:31]([F:32])([F:33])[F:34])[cH:29][cH:30]2)[c:20]([O:23][CH3:24])[cH:21][cH:22]1)=[O:37].[CH3:42][OH:43].[CH3:9][C:10](=[O:11])[O-:12].[ClH:1].[F:2][C:3]([CH2:4][NH2:5])([F:6])[F:7].[Na+:41].[Na+:8]>>[F:2][C:3]([CH2:4][NH:5][CH2:35][c:26]1[c:25](-[c:19]2[cH:18][c:17]([CH2:16][C:15]([O:14][CH3:13])=[O:37])[cH:22][cH:21][c:20]2[O:23][CH3:24])[cH:30][cH:29][c:28]([C:31]([F:32])([F:33])[F:34])[cH:27]1)([F:6])[F:7].